From a dataset of the Open Reaction Database (ORD), a public repository of structured organic reaction records. describe an organic reaction: reactants, conditions, products, and yield Starting materials: COC=1C=C(C(=O)OCC)C=CC1OC(C(C)=O)C (ethyl 3-methoxy-4-(1-methyl-2-oxopropoxy)-benzoate), ice. Run in S(O)(O)(=O)=O (sulfuric acid). Product: CC=1OC2=C(C1C)C=C(C=C2OC)C(=O)OCC (ethyl 2,3-dimethyl-7-methoxy-5-benzofurancarboxylate). As a reaction SMILES: [CH3:1][O:2][C:3]1[CH:4]=[C:5]([CH:11]=[CH:12][C:13]=1[O:14][CH:15]([CH3:19])[C:16](=O)[CH3:17])[C:6]([O:8][CH2:9][CH3:10])=[O:7]>S(=O)(=O)(O)O>[CH3:19][C:15]1[O:14][C:13]2[C:3]([O:2][CH3:1])=[CH:4][C:5]([C:6]([O:8][CH2:9][CH3:10])=[O:7])=[CH:11][C:12]=2[C:16]=1[CH3:17]. Procedure details: 1,600 ml of 70% sulfuric acid are added to 214 g (0.8 mol) of ethyl 3-methoxy-4-(1-methyl-2-oxopropoxy)-benzoate at room temperature. During this addition, the reaction mixture becomes dark-red to brown in colour. Thereafter, the reaction mixture is warmed to 60° for 4 hours. A brown crystalline sludge thereby gradually forms. The reaction mixture is allowed to cool to room temperature and is poured onto 2 kg of ice and extracted with ethyl acetate. The extract is washed twice with water and the... Product: CN1CCN(c2cc(F)cc3c(=O)cc(C(=O)Nc4ccc(N5CCOCC5)cc4)oc23)CC1. Reactants: Cl, CN1CCN(c2cc(F)cc3c(=O)cc(C(=O)O)oc23)CC1, Nc1ccc(N2CCOCC2)cc1. Reaction SMILES: [ClH:1].[F:2][c:3]1[cH:4][c:5]2[c:6](=[O:23])[cH:7][c:8]([C:20](=[O:21])[OH:22])[o:9][c:10]2[c:11]([N:13]2[CH2:14][CH2:15][N:16]([CH3:19])[CH2:17][CH2:18]2)[cH:12]1.[O:24]1[CH2:25][CH2:26][N:27]([c:30]2[cH:31][cH:32][c:33]([NH2:36])[cH:34][cH:35]2)[CH2:28][CH2:29]1>>[F:2][c:3]1[cH:4][c:5]2[c:6](=[O:23])[cH:7][c:8]([C:20](=[O:21])[NH:36][c:33]3[cH:32][cH:31][c:30]([N:27]4[CH2:26][CH2:25][O:24][CH2:29][CH2:28]4)[cH:35][cH:34]3)[o:9][c:10]2[c:11]([N:13]2[CH2:14][CH2:15][N:16]([CH3:19])[CH2:17][CH2:18]2)[cH:12]1. Reactants: CC(C)(C)c1ccc(N)cc1, CC(=O)c1cccc(C(C)=Nc2c(C)cc(C)cc2C)n1, Cc1ccccc1, Cc1ccc(S(=O)(=O)O)cc1. RXN SMILES: [C:22]([CH3:23])([CH3:24])([CH3:25])[c:26]1[cH:27][cH:28][c:29]([NH2:30])[cH:31][cH:32]1.[CH3:1][c:2]1[c:3]([N:10]=[C:11]([CH3:12])[c:13]2[n:14][c:15]([C:19]([CH3:20])=[O:21])[cH:16][cH:17][cH:18]2)[c:4]([CH3:9])[cH:5][c:6]([CH3:8])[cH:7]1.[CH3:44][c:45]1[cH:46][cH:47][cH:48][cH:49][cH:50]1.[c:33]1([CH3:34])[cH:35][cH:36][c:37]([S:38]([OH:39])(=[O:40])=[O:41])[cH:42][cH:43]1>>[CH3:1][c:2]1[c:3]([N:10]=[C:11]([CH3:12])[c:13]2[n:14][c:15]([C:19]([CH3:20])=[N:30][c:29]3[cH:28][cH:27][c:26]([C:22]([CH3:23])([CH3:24])[CH3:25])[cH:32][cH:31]3)[cH:16][cH:17][cH:18]2)[c:4]([CH3:9])[cH:5][c:6]([CH3:8])[cH:7]1. The product is CC(=Nc1ccc(C(C)(C)C)cc1)c1cccc(C(C)=Nc2c(C)cc(C)cc2C)n1. The reactants are BrC1=C(C(=NS1)C(F)(F)F)C#N (5-bromo-3-(trifluoromethyl)-1,2-thiazole-4-carbonitrile), C5HBrF3NO2S, OS(=O)(=O)O (H2SO4), N(=O)[O-].[Na+] (NaNO2), O (water), O (water). Conditions: temperature 0 celsius. Product: BrC1=C(C(=NS1)C(F)(F)F)C(=O)O (5-bromo-3-(trifluoromethyl)-1,2-thiazole-4-carboxylic acid). Reaction SMILES: [Br:1][C:2]1[S:6][N:5]=[C:4]([C:7]([F:10])([F:9])[F:8])[C:3]=1[C:11]#N.[OH:13]S(O)(=O)=O.N([O-])=O.[Na+].[OH2:22]>>[Br:1][C:2]1[S:6][N:5]=[C:4]([C:7]([F:10])([F:9])[F:8])[C:3]=1[C:11]([OH:13])=[O:22] |f:2.3|. Reported procedure: Into a 100-mL round-bottom flask, was placed 5-bromo-3-(trifluoromethyl)-1,2-thiazole-4-carbonitrile (4.2 g, 16.34 mmol, 1.00 equiv), con. H2SO4 (10 mL). This was followed by the addition of a solution of NaNO2 (1.69 g, 24.49 mmol, 1.50 equiv) in water (5 mL) dropwise with stirring at 0° C. To this was added water (25 mL) dropwise with stirring at 0° C. The resulting solution was stirred for 2 days at 20° C. The resulting solution was allowed to react, with stirring, for an additional 5 h while ...